Dataset: the Open Reaction Database (ORD), a public repository of structured organic reaction records. Task: describe an organic reaction: reactants, conditions, products, and yield The reactants are N1=CC=CC=C1 (pyridine), C(C1=CC=CC=C1)(=O)O[C@H]1[C@@H]([C@@H]2[C@@H](OC(C2)=O)C1)CO ((3aR,4S,5R,6aS)-5-(benzoyloxy)hexahydro-4-(hydroxymethyl)-2H-cyclopenta[b]furan-2-one). The reagents and catalysts are [O-2].[O-2].[O-2].[Cr+6] (chromium trioxide). Solvent: C1(=CC=CC=C1)C (toluene), C(Cl)Cl (methylene chloride), C(Cl)Cl (methylene chloride). Reaction conditions: time 15 minute. The product is C(C1=CC=CC=C1)(=O)O[C@H]1[C@@H]([C@@H]2[C@@H](OC(C2)=O)C1)C=O ((3aR,4R,5R,6aS)-5-(benzoyloxy)hexahydro-2-oxo-2H-cyclopenta[b]furan-4-carboxaldehyde). As a reaction SMILES: N1C=CC=CC=1.[C:7]([O:15][C@@H:16]1[CH2:24][C@@H:19]2[O:20][C:21](=[O:23])[CH2:22][C@@H:18]2[C@H:17]1[CH2:25][OH:26])(=[O:14])[C:8]1[CH:13]=[CH:12][CH:11]=[CH:10][CH:9]=1>C(Cl)Cl.C1(C)C=CC=CC=1.[O-2].[O-2].[O-2].[Cr+6]>[C:7]([O:15][C@@H:16]1[CH2:24][C@@H:19]2[O:20][C:21](=[O:23])[CH2:22][C@@H:18]2[C@H:17]1[CH:25]=[O:26])(=[O:14])[C:8]1[CH:9]=[CH:10][CH:11]=[CH:12][CH:13]=1 |f:4.5.6.7|. Procedure details: A suspension of anhydrous chromium trioxide (20.8 g, 208 mmol) in methylene chloride (400 mL) was stirred and cooled in an ice bath as anhydrous pyridine (32.7 mL, 406 mmol) was added. After 15 min at 0° C., the mixture was allowed to warm to ambient temperature for 2 h. The reaction mixture was cooled to 0° C. and treated with a pre-cooled solution of (3aR,4S,5R,6aS)-5-(benzoyloxy)hexahydro-4-(hydroxymethyl)-2H-cyclopenta[b]furan-2-one (Corey lactone, 9.4 g, 34 mmol) in methylene chloride (400 ...